This data is from the Open Reaction Database (ORD), a public repository of structured organic reaction records. The task is: describe an organic reaction: reactants, conditions, products, and yield Reactants: N1=CC(=CC=C1)C1=NN2C(C=C(C=C2)NC(OC(C)(C)C)=O)=N1 (tert-butyl 2-(pyridin-3-yl)-[1,2,4]triazolo[1,5-a]pyridin-7-ylcarbamate), Cl (hydrochloric acid). Conditions: time 7 hour. Product: N1=CC(=CC=C1)C1=NN2C(C=C(C=C2)N)=N1 (2-(pyridin-3-yl)-[1,2,4]triazolo[1,5-a]pyridin-7-amine). Yield: 91.8%. As a reaction SMILES: [N:1]1[CH:6]=[CH:5][CH:4]=[C:3]([C:7]2[N:23]=[C:10]3[CH:11]=[C:12]([NH:15]C(=O)OC(C)(C)C)[CH:13]=[CH:14][N:9]3[N:8]=2)[CH:2]=1.Cl>>[N:1]1[CH:6]=[CH:5][CH:4]=[C:3]([C:7]2[N:23]=[C:10]3[CH:11]=[C:12]([NH2:15])[CH:13]=[CH:14][N:9]3[N:8]=2)[CH:2]=1. Procedure details: A mixture of tert-butyl 2-(pyridin-3-yl)-[1,2,4]triazolo[1,5-a]pyridin-7-ylcarbamate (755 mg, 2.43 mmol) in hydrochloric acid (5 N in ether, 15 ml, 75.0 mmol) is stirred for 7 hours at room temperature. The solvent is evaporated and the yellowish solid is dissolved in water and made basic with sodium hydroxide 32%; the precipitated solid is collected by filtration, washed with water and dried affording 2-(pyridin-3-yl)-[1,2,4]triazolo[1,5-a]pyridin-7-amine (471 mg, 92%) as a light brown solid. m... Reactants: C(C1=CC=CC=C1)(C1=CC=CC=C1)(C1=CC=CC=C1)NCC(=O)N1[C@@H](CCC1)C(=O)O ((2S)-1-[2-(Tritylamino)acetyl]-2-pyrrolidinecarboxylic acid), Br.Br.S1C(=NC2=C1CC(CC2)N)N (4,5,6,7-tetrahydro-1,3-benzothiazol-2,6-diamine dihydrobromide). The product is NC=1SC2=C(N1)CCC(C2)NC(=O)[C@H]2N(CCC2)C(CNC(C2=CC=CC=C2)(C2=CC=CC=C2)C2=CC=CC=C2)=O ((2S)-N-(2-Amino-4,5,6,7-tetrahydro-1,3-benzothiazol-6-yl)-1-[2-(tritylamino)acetyl]-2-pyrrolidinecarboxamide). The yield is 36.0%. Reaction SMILES: [C:1]([NH:20][CH2:21][C:22]([N:24]1[CH2:28][CH2:27][CH2:26][C@H:25]1[C:29](O)=[O:30])=[O:23])([C:14]1[CH:19]=[CH:18][CH:17]=[CH:16][CH:15]=1)([C:8]1[CH:13]=[CH:12][CH:11]=[CH:10][CH:9]=1)[C:2]1[CH:7]=[CH:6][CH:5]=[CH:4][CH:3]=1.Br.Br.[S:34]1[C:38]2[CH2:39][CH:40]([NH2:43])[CH2:41][CH2:42][C:37]=2[N:36]=[C:35]1[NH2:44]>>[NH2:44][C:35]1[S:34][C:38]2[CH2:39][CH:40]([NH:43][C:29]([C@@H:25]3[CH2:26][CH2:27][CH2:28][N:24]3[C:22](=[O:23])[CH2:21][NH:20][C:1]([C:2]3[CH:7]=[CH:6][CH:5]=[CH:4][CH:3]=3)([C:8]3[CH:9]=[CH:10][CH:11]=[CH:12][CH:13]=3)[C:14]3[CH:15]=[CH:16][CH:17]=[CH:18][CH:19]=3)=[O:30])[CH2:41][CH2:42][C:37]=2[N:36]=1 |f:1.2.3|. Reported procedure: The title compound was prepared from (2S)-1-[2-(Tritylamino)acetyl]-2-pyrrolidinecarboxylic acid and 4,5,6,7-tetrahydro-1,3-benzothiazol-2,6-diamine dihydrobromide according to the procedure described in EXAMPLE 25, and was obtained as a faint yellow crystalline solid. Starting materials: N1C=C(C=2C1=NC=CC2)C=C2C(C(=C(O2)NC2=C(C=CC=C2)Cl)C(=O)OCC)=O (Ethyl 5-[(1H-pyrrolo[2,3-b]pyridin-3-yl)methylene]-2-[(2-chlorophenyl)amino]-4-oxo-4,5-dihydrofuran-3-carboxylate). Run in CN(C=O)C (N,N-dimethylformamide). Yields the product N1C=C(C=2C1=NC=CC2)C=C2OC(=CC2=O)NC2=C(C=CC=C2)Cl (2-[(1H-Pyrrolo[2,3-b]pyridin-3-yl)methylene]-5-[(2-chlorophenyl)amino]furan-3(2H)-one). Isolated yield 12.3%. Reaction SMILES: [NH:1]1[C:5]2=[N:6][CH:7]=[CH:8][CH:9]=[C:4]2[C:3]([CH:10]=[C:11]2[O:15][C:14]([NH:16][C:17]3[CH:22]=[CH:21][CH:20]=[CH:19][C:18]=3[Cl:23])=[C:13](C(OCC)=O)[C:12]2=[O:29])=[CH:2]1>CN(C)C=O>[NH:1]1[C:5]2=[N:6][CH:7]=[CH:8][CH:9]=[C:4]2[C:3]([CH:10]=[C:11]2[C:12](=[O:29])[CH:13]=[C:14]([NH:16][C:17]3[CH:22]=[CH:21][CH:20]=[CH:19][C:18]=3[Cl:23])[O:15]2)=[CH:2]1. Reported procedure: A solution of the compound (0.050 g, 0.12 mmol) of Example 15 in N,N-dimethylformamide (1.0 mL) was stirred at 150° C. for 6 h. Cooled to ambient temperature, the reaction mixture was purified by preparative HPLC to afford the titled compound as solid (0.0050 g, y. 11%). Reactants: C(C)(C)(C)OC(=O)N[C@@H](CCSC)C(=O)N[C@@H](C(C)C)C(=O)N[C@@H](CC1=CNC2=CC=CC=C12)C(=O)O (t-butyl oxycarbonyl-methionyl-valyl-tryptophan), O (H2O), C(C)(=O)O (acetic acid), Cl (hydrochloric acid). Run in O1CCOCC1 (dioxane). Product: Cl.N[C@@H](CCSC)C(=O)N[C@@H](C(C)C)C(=O)N[C@@H](CC1=CNC2=CC=CC=C12)C(=O)O (L-Methionyl-L-valyl-L-tryptophan hydrochloride). As a reaction SMILES: C(OC([NH:8][C@H:9]([C:14]([NH:16][C@H:17]([C:21]([NH:23][C@H:24]([C:35]([OH:37])=[O:36])[CH2:25][C:26]1[C:34]2[C:29](=[CH:30][CH:31]=[CH:32][CH:33]=2)[NH:28][CH:27]=1)=[O:22])[CH:18]([CH3:20])[CH3:19])=[O:15])[CH2:10][CH2:11][S:12][CH3:13])=O)(C)(C)C.C(O)(=O)C.[ClH:42].O>O1CCOCC1>[ClH:42].[NH2:8][C@H:9]([C:14]([NH:16][C@H:17]([C:21]([NH:23][C@H:24]([C:35]([OH:37])=[O:36])[CH2:25][C:26]1[C:34]2[C:29](=[CH:30][CH:31]=[CH:32][CH:33]=2)[NH:28][CH:27]=1)=[O:22])[CH:18]([CH3:19])[CH3:20])=[O:15])[CH2:10][CH2:11][S:12][CH3:13] |f:5.6|. Procedure details: The title compound was prepared using the previously described procedure and the following reagants: t-butyl oxycarbonyl-methionyl-valyl-tryptophan (4.61 grams), 32 milliliters of glacial acetic acid and 17.5 ml (106.2 mmoles) 6.07 N hydrochloric acid in dioxane. Yield is 3.2 grams. Analysis calculated for C21H30N4O4S.HCL.H2O: C, 51.57; H, 6.80; N, 11.46. Found: C, 51.29; H, 6.59; N,-11.72. Starting materials: CC(C)[Si](C(C)C)(C(C)C)n1cc(Cc2c(F)ccc(OCc3ccccc3)c2F)c2cc(-c3cccnc3)cnc21, CO, [H][H]. The product is CC(C)[Si](C(C)C)(C(C)C)n1cc(Cc2c(F)ccc(O)c2F)c2cc(-c3cccnc3)cnc21. Reaction SMILES: [CH2:1]([c:2]1[cH:3][cH:4][cH:5][cH:6][cH:7]1)[O:8][c:9]1[c:10]([F:42])[c:11]([CH2:12][c:13]2[cH:14][n:15]([Si:28]([CH:29]([CH3:30])[CH3:31])([CH:32]([CH3:33])[CH3:34])[CH:35]([CH3:36])[CH3:37])[c:16]3[n:17][cH:18][c:19](-[c:22]4[cH:23][n:24][cH:25][cH:26][cH:27]4)[cH:20][c:21]23)[c:38]([F:41])[cH:39][cH:40]1.[CH3:45][OH:46].[H:43][H:44]>>[OH:8][c:9]1[c:10]([F:42])[c:11]([CH2:12][c:13]2[cH:14][n:15]([Si:28]([CH:29]([CH3:30])[CH3:31])([CH:32]([CH3:33])[CH3:34])[CH:35]([CH3:36])[CH3:37])[c:16]3[n:17][cH:18][c:19](-[c:22]4[cH:23][n:24][cH:25][cH:26][cH:27]4)[cH:20][c:21]23)[c:38]([F:41])[cH:39][cH:40]1.